Dataset: the Open Reaction Database (ORD), a public repository of structured organic reaction records. Task: describe an organic reaction: reactants, conditions, products, and yield Starting materials: FC1(CN(CC1)C1=NC=C(C(=N1)OC)C1=NC(=C(C=C1)OC1=CC(=NC=C1)C=1C=NN(C1)C)C)F (2-(3,3-difluoropyrrolidin-1-yl)-4-methoxy-5-(6-methyl-5-((2-(1-methyl-1H-pyrazol-4-yl)pyridin-4-yl)oxy)pyridin-2-yl)pyrimidine), Br (hydrobromic acid). Run in CC(=O)O (AcOH). Run at temperature 90 celsius. Yields the product FC1(CN(CC1)C1=NC=C(C(N1)=O)C1=NC(=C(C=C1)OC1=CC(=NC=C1)C=1C=NN(C1)C)C)F (2-(3,3-difluoropyrrolidin-1-yl)-5-(6-methyl-5-((2-(1-methyl-1H-pyrazol-4-yl)pyridin-4-yl)oxy)pyridin-2-yl)pyrimidin-4(3H)-one). Isolated yield 54.0%. RXN SMILES: [F:1][C:2]1([F:35])[CH2:6][CH2:5][N:4]([C:7]2[N:12]=[C:11]([O:13]C)[C:10]([C:15]3[CH:20]=[CH:19][C:18]([O:21][C:22]4[CH:27]=[CH:26][N:25]=[C:24]([C:28]5[CH:29]=[N:30][N:31]([CH3:33])[CH:32]=5)[CH:23]=4)=[C:17]([CH3:34])[N:16]=3)=[CH:9][N:8]=2)[CH2:3]1.Br>CC(O)=O>[F:35][C:2]1([F:1])[CH2:6][CH2:5][N:4]([C:7]2[NH:12][C:11](=[O:13])[C:10]([C:15]3[CH:20]=[CH:19][C:18]([O:21][C:22]4[CH:27]=[CH:26][N:25]=[C:24]([C:28]5[CH:29]=[N:30][N:31]([CH3:33])[CH:32]=5)[CH:23]=4)=[C:17]([CH3:34])[N:16]=3)=[CH:9][N:8]=2)[CH2:3]1. Reported procedure: A solution of 2-(3,3-difluoropyrrolidin-1-yl)-4-methoxy-5-(6-methyl-5-((2-(1-methyl-1H-pyrazol-4-yl)pyridin-4-yl)oxy)pyridin-2-yl)pyrimidine (0.080 g, 0.167 mmol) in AcOH (3 mL) was treated with 48% hydrobromic acid (0.1 mL). The mixture was heated at 90° C. for 3 hours. The mixture was concentrated and the residue was treated with NaHCO3 and EtOAc. The mixture was stirred at RT. The solid was filtered and washed with water, EtOAc, and dried under vacuum to obtain 2-(3,3-difluoropyrrolidin-1-yl)...